Dataset: the Open Reaction Database (ORD), a public repository of structured organic reaction records. Task: describe an organic reaction: reactants, conditions, products, and yield The reactants are CS(=O)(=O)CCCN1CCNCC1, CCOc1cc(C(C)(C)O)ccc1C1=NC(C)(c2ccc(Cl)cc2)C(C)(c2ccc(Cl)cc2)N1C(=O)Cl, Cl, Cl. The product is CCOc1cc(C(C)(C)O)ccc1C1=NC(C)(c2ccc(Cl)cc2)C(C)(c2ccc(Cl)cc2)N1C(=O)N1CCN(CCCS(C)(=O)=O)CC1. Reaction SMILES: [CH3:40][S:41](=[O:42])(=[O:43])[CH2:44][CH2:45][CH2:46][N:47]1[CH2:48][CH2:49][NH:50][CH2:51][CH2:52]1.[Cl:1][c:2]1[cH:3][cH:4][c:5]([C:8]2([CH3:37])[N:9]=[C:10]([c:24]3[c:25]([O:34][CH2:35][CH3:36])[cH:26][c:27]([C:30]([CH3:31])([CH3:32])[OH:33])[cH:28][cH:29]3)[N:11]([C:21](=[O:22])[Cl:23])[C:12]2([CH3:13])[c:14]2[cH:15][cH:16][c:17]([Cl:20])[cH:18][cH:19]2)[cH:6][cH:7]1.[ClH:38].[ClH:39]>>[Cl:1][c:2]1[cH:3][cH:4][c:5]([C:8]2([CH3:37])[N:9]=[C:10]([c:24]3[c:25]([O:34][CH2:35][CH3:36])[cH:26][c:27]([C:30]([CH3:31])([CH3:32])[OH:33])[cH:28][cH:29]3)[N:11]([C:21](=[O:22])[N:50]3[CH2:49][CH2:48][N:47]([CH2:46][CH2:45][CH2:44][S:41]([CH3:40])(=[O:42])=[O:43])[CH2:52][CH2:51]3)[C:12]2([CH3:13])[c:14]2[cH:15][cH:16][c:17]([Cl:20])[cH:18][cH:19]2)[cH:6][cH:7]1. Yields the product BrC[C@H](O)C=1C=CC2=C(COC(O2)(C)C)C1 ((R)-2-Bromo-1-(2,2-dimethyl-4H-benzo[1,3]dioxin-6-yl)ethanol). Conditions: time 30 minute. Starting materials: BrCC(=O)C=1C=CC2=C(COC(O2)(C)C)C1 (6-Bromoacetyl-2,2-dimethyl-4H-benzo[1,3]dioxine), B.C1CCOC1 (BH3-THF). Procedure details: To the product of step (c) (10 g, 35.1 mmol) in 100 mL of THF was added the solid catalyst of Preparation 13, step (c)(1) (0.97 g, 3.5 mmol). The solution was cooled to between −20° C. and −10° C. and BH3-THF (35 mL, 35 mmol) diluted with 50 mL THF was added dropwise via a dropping funnel. After the addition was complete, the reaction mixture was allowed to warm to ambient temperature. After 30 minutes, the reaction mixture was quenched by slow addition of 50 mL of methanol and then concentrated... Solvent: C1CCOC1 (THF), C1CCOC1 (THF). RXN SMILES: [Br:1][CH2:2][C:3]([C:5]1[CH:6]=[CH:7][C:8]2[O:13][C:12]([CH3:15])([CH3:14])[O:11][CH2:10][C:9]=2[CH:16]=1)=[O:4].B.C1COCC1>C1COCC1>[Br:1][CH2:2][C@@H:3]([C:5]1[CH:6]=[CH:7][C:8]2[O:13][C:12]([CH3:14])([CH3:15])[O:11][CH2:10][C:9]=2[CH:16]=1)[OH:4] |f:1.2|. Reaction SMILES: C[S:2]([CH3:4])=O.[CH2:5]([SH:17])[CH2:6][CH2:7][CH2:8][CH2:9][CH2:10][CH2:11][CH2:12][CH2:13][CH2:14][CH2:15][CH3:16]>Cl.II>[CH2:5]([S:17][S:2][CH2:4][CH2:15][CH2:14][CH2:13][CH2:12][CH2:11][CH2:10][CH2:9][CH2:8][CH2:7][CH2:6][CH3:5])[CH2:6][CH2:7][CH2:8][CH2:9][CH2:10][CH2:11][CH2:12][CH2:13][CH2:14][CH2:15][CH3:16]. Procedure details: A mixture of 9 ml of DMSO (127 mmole), 12 ml of 1-dodecanethiol (50 mmole), 0.1 ml of 37 percent hydrochloric acid (1.2 mmole), and 10.8 mg of iodine (0.085 mmole as HI) was heated by a bath, while stirring magnetically, at about 60°C. After one and a fourth hours, the lower phase became amber colored. The mixture was cooled with stirring to produce fine crystals. These were filtered off and rinsed with DMSO. Recrystallization from acetone gave 9.02 g of didodecyl disulfide (90 percent of theory... Yield: 89.6%. The reagents and catalysts are Cl (hydrochloric acid), II (iodine). Reactants: CS(=O)C (DMSO), C(CCCCCCCCCCC)S (1-dodecanethiol). The product is C(CCCCCCCCCCC)SSCCCCCCCCCCCC (didodecyl disulfide). Conditions: temperature 60 celsius. The reactants are ice, C(C)(C)(C)OC(=O)N1[C@@H](C[C@H](C1)O[Si](C)(C)C(C)(C)C)CC=O ((2S,4R)-N-tert-butoxycarbonyl-4-tert-butyldimethylsiloxy-2-(formylmethyl)pyrrolidine), ice, C(C)OP(=O)(OCC)CC(=O)OCC (ethyl diethylphosphonoacetate), [H-].[Na+] (sodium hydride), ice water, S(=O)(=O)(O)[O-].[K+] (potassium hydrogensulfate). Run in O1CCCC1 (tetrahydrofuran), O1CCCC1 (tetrahydrofuran). Reaction conditions: time 30 minute. The product is C(C)(C)(C)OC(=O)N1[C@@H](C[C@H](C1)O[Si](C)(C)C(C)(C)C)C\C=C\C(=O)OCC ((2R,4R)-N-tert-butoxycarbonyl-4-tert-butyldimethylsiloxy-2-[(E)-3-ethoxycarbonylallyl]pyrrolidine). Isolated yield 0.1%. RXN SMILES: C(OP([CH2:9][C:10]([O:12][CH2:13][CH3:14])=[O:11])(OCC)=O)C.[H-].[Na+].[C:17]([O:21][C:22]([N:24]1[CH2:28][C@H:27]([O:29][Si:30]([C:33]([CH3:36])([CH3:35])[CH3:34])([CH3:32])[CH3:31])[CH2:26][C@H:25]1[CH2:37][CH:38]=O)=[O:23])([CH3:20])([CH3:19])[CH3:18].S([O-])(O)(=O)=O.[K+]>O1CCCC1>[C:17]([O:21][C:22]([N:24]1[CH2:28][C@H:27]([O:29][Si:30]([C:33]([CH3:36])([CH3:35])[CH3:34])([CH3:32])[CH3:31])[CH2:26][C@H:25]1[CH2:37]/[CH:38]=[CH:9]/[C:10]([O:12][CH2:13][CH3:14])=[O:11])=[O:23])([CH3:20])([CH3:19])[CH3:18] |f:1.2,4.5|. Procedure: To an ice-cooled solution of ethyl diethylphosphonoacetate (1.1 ml, 5.54 mmol) in tetrahydrofuran (10 ml) was added sodium hydride (60%, in oil suspension, 220 mg, 5.5 mmol) under a nitrogen atmosphere, and the mixture was stirred for 30 min at the same temperature. To the ice-cooled reaction mixture was added a solution of (2S,4R)-N-tert-butoxycarbonyl-4-tert-butyldimethylsiloxy-2-(formylmethyl)pyrrolidine (1.72 g, 5.01 mmol) in tetrahydrofuran (3 ml), and the mixture was stirred for 1 h. The r...